Dataset: the Open Reaction Database (ORD), a public repository of structured organic reaction records. Task: describe an organic reaction: reactants, conditions, products, and yield Reactants: CC(C)O (IPA), BrC1=CC=C(C=C1)C1=CCC(CC1)CCC (1-bromo-4-(4-propylcyclohexa-1-enyl)benzene), ClC=1C(=C(C=CC1OCC)B(O)O)F (3-chloro-4-ethoxy-2-fluorophenylboronic acid), C([O-])([O-])=O.[K+].[K+] (potassium carbonate). The reagents and catalysts are Cl[Pd]([P](C1=CC=CC=C1)(C2=CC=CC=C2)C3=CC=CC=C3)([P](C4=CC=CC=C4)(C5=CC=CC=C5)C6=CC=CC=C6)Cl (Pd(PPh3)2Cl2). Run in O (water), C1(=CC=CC=C1)C (toluene). Conditions: temperature 25 celsius. Product: ClC=1C(=C(C=CC1OCC)C1=CC=C(C=C1)C1=CCC(CC1)CCC)F (3-chloro-4-ethoxy-2-fluoro-4′-(4-propylcyclohexa-1-enyl)biphenyl). The yield is 73.6%. RXN SMILES: Br[C:2]1[CH:7]=[CH:6][C:5]([C:8]2[CH2:13][CH2:12][CH:11]([CH2:14][CH2:15][CH3:16])[CH2:10][CH:9]=2)=[CH:4][CH:3]=1.[Cl:17][C:18]1[C:19]([F:30])=[C:20](B(O)O)[CH:21]=[CH:22][C:23]=1[O:24][CH2:25][CH3:26].C(=O)([O-])[O-].[K+].[K+].CC(O)C>Cl[Pd](Cl)([P](C1C=CC=CC=1)(C1C=CC=CC=1)C1C=CC=CC=1)[P](C1C=CC=CC=1)(C1C=CC=CC=1)C1C=CC=CC=1.O.C1(C)C=CC=CC=1>[Cl:17][C:18]1[C:19]([F:30])=[C:20]([C:2]2[CH:3]=[CH:4][C:5]([C:8]3[CH2:13][CH2:12][CH:11]([CH2:14][CH2:15][CH3:16])[CH2:10][CH:9]=3)=[CH:6][CH:7]=2)[CH:21]=[CH:22][C:23]=1[O:24][CH2:25][CH3:26] |f:2.3.4,^1:43,62|. Reported procedure: 6.0 g of the compound (16), 5.5 g of the compound (12), 5.9 g of potassium carbonate and 0.13 g of Pd(PPh3)2Cl2 were added to a reactor having 60 mL of IPA placed therein under nitrogen atmosphere. The mixture was stirred under refluxing and heating for 3 hours. After cooling the reaction mixture to 25° C., 200 mL of toluene and 200 mL of water were added thereto, and the resulting toluene solution was washed with a 2N sodium hydroxide aqueous solution, a saturated sodium bicarbonate aqueous sol... The reactants are [H-].[Na+] (Sodium hydride), OCC[C@H]1[C@H](C1)C1CCN(CC1)C(=O)OCC1=CC=CC=C1 (benzyl 4-((1R,2S)-2-(2-hydroxyethyl)cyclopropyl)piperidine-1-carboxylate), BrC1=NC=C(C=C1)S(=O)(=O)C (2-bromo-5-(methylsulfonyl)pyridine). Run in C(C)(=O)OCC (ethyl acetate), O (water), CN(C=O)C (N,N-dimethylformamide). Reaction conditions: time 30 minute. Yields the product CS(=O)(=O)C=1C=CC(=NC1)OCC[C@H]1[C@H](C1)C1CCN(CC1)C(=O)OCC1=CC=CC=C1 (benzyl 4-((1R,2S)-2-(2-(5-(methylsulfonyl)pyridin-2-yloxy)ethyl)cyclopropyl)piperidine-1-carboxylate). Reaction SMILES: [H-].[Na+].[OH:3][CH2:4][CH2:5][C@@H:6]1[CH2:8][C@@H:7]1[CH:9]1[CH2:14][CH2:13][N:12]([C:15]([O:17][CH2:18][C:19]2[CH:24]=[CH:23][CH:22]=[CH:21][CH:20]=2)=[O:16])[CH2:11][CH2:10]1.Br[C:26]1[CH:31]=[CH:30][C:29]([S:32]([CH3:35])(=[O:34])=[O:33])=[CH:28][N:27]=1>CN(C)C=O.C(OCC)(=O)C.O>[CH3:35][S:32]([C:29]1[CH:30]=[CH:31][C:26]([O:3][CH2:4][CH2:5][C@@H:6]2[CH2:8][C@@H:7]2[CH:9]2[CH2:14][CH2:13][N:12]([C:15]([O:17][CH2:18][C:19]3[CH:20]=[CH:21][CH:22]=[CH:23][CH:24]=3)=[O:16])[CH2:11][CH2:10]2)=[N:27][CH:28]=1)(=[O:34])=[O:33] |f:0.1|. Procedure: Sodium hydride (424 mg, 60% dispersion in mineral oil, 10.6 mmol) was added to a solution of benzyl 4-((1R,2S)-2-(2-hydroxyethyl)cyclopropyl)piperidine-1-carboxylate (1.07 g, 3.53 mmol) in N,N-dimethylformamide (10 mL) under nitrogen at RT. The mixture was stirred for 30 min at RT and 2-bromo-5-(methylsulfonyl)pyridine (1.25 g, 5.30 mmol) was added. The mixture was stirred overnight, diluted with ethyl acetate (100 mL) and water (50 mL), and the layers were separated. The organic layer was washe...